Dataset: the Open Reaction Database (ORD), a public repository of structured organic reaction records. Task: describe an organic reaction: reactants, conditions, products, and yield Reaction SMILES: [CH2:28]([CH3:29])[S:30](=[O:31])(=[O:32])[NH2:33].[c:1]1([C:7](=[C:8]([CH2:9][CH3:10])[c:11]2[cH:12][cH:13][cH:14][cH:15][cH:16]2)[c:17]2[cH:18][cH:19][c:20]([CH:23]=[CH:24][C:25](=[O:26])[OH:27])[cH:21][cH:22]2)[cH:2][cH:3][cH:4][cH:5][cH:6]1>>[c:1]1([C:7](=[C:8]([CH2:9][CH3:10])[c:11]2[cH:12][cH:13][cH:14][cH:15][cH:16]2)[c:17]2[cH:18][cH:19][c:20]([CH:23]=[CH:24][C:25](=[O:26])[NH:33][S:30]([CH2:28][CH3:29])(=[O:31])=[O:32])[cH:21][cH:22]2)[cH:2][cH:3][cH:4][cH:5][cH:6]1. Starting materials: CCS(N)(=O)=O, CCC(=C(c1ccccc1)c1ccc(C=CC(=O)O)cc1)c1ccccc1. The product is CCC(=C(c1ccccc1)c1ccc(C=CC(=O)NS(=O)(=O)CC)cc1)c1ccccc1. The reactants are C1(CC1)CN1CCC(CC1)C1=CC=C(C=C1)[N+](=O)[O-] (1-cyclopropylmethyl-4-(4-nitro-phenyl)-piperidine), [H][H] (hydrogen). The reagents and catalysts are [Pd] (palladium/charcoal). Solvent: C(C)O (ethanol), C1CCOC1 (THF). Product: C1(CC1)CN1CCC(CC1)C1=CC=C(C=C1)N (4-(1-CYCLOPROPYLMETHYL-PIPERIDIN-4-YL)-PHENYLAMINE). Reaction SMILES: [CH:1]1([CH2:4][N:5]2[CH2:10][CH2:9][CH:8]([C:11]3[CH:16]=[CH:15][C:14]([N+:17]([O-])=O)=[CH:13][CH:12]=3)[CH2:7][CH2:6]2)[CH2:3][CH2:2]1.[H][H]>C(O)C.C1COCC1.[Pd]>[CH:1]1([CH2:4][N:5]2[CH2:6][CH2:7][CH:8]([C:11]3[CH:12]=[CH:13][C:14]([NH2:17])=[CH:15][CH:16]=3)[CH2:9][CH2:10]2)[CH2:2][CH2:3]1. Procedure details: 3.3 g (12.5 mmol) 1-cyclopropylmethyl-4-(4-nitro-phenyl)-piperidine are dissolved in a mixture of 40 ml of ethanol and 40 ml THF, combined with 1.3 g palladium/charcoal (10%) and hydrogenated at 1 bar hydrogen. Then the reaction mixture is suction filtered and the filtrate is concentrated by evaporation. Yield: 2.7 g The reactants are [Al+3], COC(=O)CCc1ccccc1OC, COC(=O)CCCC(=O)O, [Cl-], [Cl-], [Cl-], [Cl-], ClCCl, Cl. Yields the product COC(=O)CCCC(=O)c1ccc(OC)c(CCC(=O)OC)c1. Reaction SMILES: [Al+3:27].[CH3:12][O:13][C:14]([CH2:15][CH2:16][c:17]1[c:18]([O:23][CH3:24])[cH:19][cH:20][cH:21][cH:22]1)=[O:25].[CH3:2][O:3][C:4]([CH2:5][CH2:6][CH2:7][C:8](=[O:9])[OH:10])=[O:11].[Cl-:1].[Cl-:26].[Cl-:28].[Cl-:29].[Cl:31][CH2:32][Cl:33].[ClH:30]>>[CH3:2][O:3][C:4]([CH2:5][CH2:6][CH2:7][C:8](=[O:9])[c:21]1[cH:20][cH:19][c:18]([O:23][CH3:24])[c:17]([CH2:16][CH2:15][C:14]([O:13][CH3:12])=[O:25])[cH:22]1)=[O:11]. Reaction SMILES: [CH:12]([Cl:13])([Cl:14])[Cl:15].[Cl:2][Ge:3]([CH2:4][CH2:5][S:6](=[O:7])(=[O:8])[Cl:9])([Cl:10])[Cl:11].[NH3:1]>>[NH2:1][S:6]([CH2:5][CH2:4][Ge:3]([Cl:2])([Cl:10])[Cl:11])(=[O:7])=[O:8]. The reactants are ClC(Cl)Cl, O=S(=O)(Cl)CC[Ge](Cl)(Cl)Cl, N. The product is NS(=O)(=O)CC[Ge](Cl)(Cl)Cl. Reactants: CCOc1cc(N2CCC(CCS(C)(=O)=O)CC2)c(C)cc1[N+](=O)[O-], CCOC(C)=O, CO. Yields the product CCOc1cc(N2CCC(CCS(C)(=O)=O)CC2)c(C)cc1N. Reaction SMILES: [CH2:1]([CH3:2])[O:3][c:4]1[c:5]([N+:23]([O-:24])=[O:25])[cH:6][c:7]([CH3:22])[c:8]([N:10]2[CH2:11][CH2:12][CH:13]([CH2:16][CH2:17][S:18](=[O:19])(=[O:20])[CH3:21])[CH2:14][CH2:15]2)[cH:9]1.[CH3:26][CH2:27][O:28][C:29]([CH3:30])=[O:31].[CH3:32][OH:33]>>[CH2:1]([CH3:2])[O:3][c:4]1[c:5]([NH2:23])[cH:6][c:7]([CH3:22])[c:8]([N:10]2[CH2:11][CH2:12][CH:13]([CH2:16][CH2:17][S:18](=[O:19])(=[O:20])[CH3:21])[CH2:14][CH2:15]2)[cH:9]1. The reactants are FC(C(=O)O)(C1=CC(=CC(=C1)C1=CC=NC=C1)[N+](=O)[O-])F (2,2-Difluoro-2-(3-nitro-5-(pyridin-4-yl)phenyl)acetic acid), n,n-dimethylformamide di-tert-butyl acetal. Run in C1(=CC=CC=C1)C (toluene). Conditions: temperature 50 celsius, time 1 hour. Product: FC(C(=O)OC(C)(C)C)(C1=CC(=CC(=C1)C1=CC=NC=C1)[N+](=O)[O-])F (tert-Butyl 2,2-difluoro-2-(3-nitro-5-(pyridin-4-yl)phenyl)acetate). Yield: 176.5%. As a reaction SMILES: [F:1][C:2]([F:21])([C:6]1[CH:11]=[C:10]([C:12]2[CH:17]=[CH:16][N:15]=[CH:14][CH:13]=2)[CH:9]=[C:8]([N+:18]([O-:20])=[O:19])[CH:7]=1)[C:3]([OH:5])=[O:4]>C1(C)C=CC=CC=1>[F:21][C:2]([F:1])([C:6]1[CH:11]=[C:10]([C:12]2[CH:17]=[CH:16][N:15]=[CH:14][CH:13]=2)[CH:9]=[C:8]([N+:18]([O-:20])=[O:19])[CH:7]=1)[C:3]([O:5][C:6]([CH3:11])([CH3:7])[CH3:2])=[O:4]. Procedure: To a solution of 2-difluoro-2-(3-nitro-5-(pyridin-4-yl)phenyl)acetic acid 52.D (450 mg, 1.53 mmol) in toluene (5 mL) was added n,n-dimethylformamide di-tert-butyl acetal (1.47 mL, 6.12 mmol). The mixture was stirred at 50° C. for 1 hour, then concentrated and dried under vacuum. The residue was then dissolved in EtOAc (10 mL), to which was added 10% Pd/C (150 mg). The air was then evacuated out of the flask and replaced by hydrogen. The mixture was stirred at room temperature for 2 hours, filter...